From a dataset of the Open Reaction Database (ORD), a public repository of structured organic reaction records. describe an organic reaction: reactants, conditions, products, and yield The reactants are CCOC(=O)C(=O)N1CCC(c2ccc(OC)c(C=C3CCCCCC3)c2)CC1, CO, CO, CCOCC, CCCCCC, Cl, [K+], NO, [OH-]. Yields the product COc1ccc(C2CCN(C(=O)C(=O)NO)CC2)cc1C=C1CCCCCC1. Reaction SMILES: [CH2:1]([O:2][C:4]([C:5]([N:6]1[CH2:7][CH2:8][CH:9]([c:12]2[cH:13][c:14]([CH:20]=[C:21]3[CH2:22][CH2:23][CH2:24][CH2:25][CH2:26][CH2:27]3)[c:15]([O:18][CH3:19])[cH:16][cH:17]2)[CH2:10][CH2:11]1)=[O:28])=[O:29])[CH3:3].[CH3:35][OH:36].[CH3:37][OH:38].[CH3:39][CH2:40][O:41][CH2:42][CH3:43].[CH3:44][CH2:45][CH2:46][CH2:47][CH2:48][CH3:49].[ClH:32].[K+:34].[NH2:30][OH:31].[OH-:33]>>[C:4]([C:5]([N:6]1[CH2:7][CH2:8][CH:9]([c:12]2[cH:13][c:14]([CH:20]=[C:21]3[CH2:22][CH2:23][CH2:24][CH2:25][CH2:26][CH2:27]3)[c:15]([O:18][CH3:19])[cH:16][cH:17]2)[CH2:10][CH2:11]1)=[O:28])(=[O:29])[NH:30][OH:31]. The reactants are C(C)C=1OCCN1 (2-ethyl-2-oxazoline), C(C)(C)(C)N (t-butylamine). Reagents/catalysts: C(C)(=O)[O-].[Zn+2].C(C)(=O)[O-] (zinc acetate). Yields the product C(C)(C)(C)NCCNC(CC)=O (N-(2-t-butylaminoethyl)propionamide). Isolated yield 64.0%. Reaction SMILES: [CH2:1]([C:3]1[O:4][CH2:5][CH2:6][N:7]=1)[CH3:2].[C:8]([NH2:12])([CH3:11])([CH3:10])[CH3:9]>C([O-])(=O)C.[Zn+2].C([O-])(=O)C>[C:8]([NH:12][CH2:5][CH2:6][NH:7][C:3](=[O:4])[CH2:1][CH3:2])([CH3:11])([CH3:10])[CH3:9] |f:2.3.4|. Procedure: Under the same conditions as Example 13, 2.5 gm (25 mmoles) of 2-ethyl-2-oxazoline, 1.84 gm (25 mmoles) of t-butylamine and 49.4 mg (0.27 mmole) of zinc acetate are reacted to yield 64 percent N-(2-t-butylaminoethyl)propionamide.